The task is: describe an organic reaction: reactants, conditions, products, and yield. This data is from the Open Reaction Database (ORD), a public repository of structured organic reaction records. Reactants: [H-].[Na+] (sodium hydride), [Cl-].[NH4+] (ammonium chloride), C(C1=CC=CC=C1)O (benzyl alcohol), BrC1=CC=C(CBr)C=C1 (4-bromobenzyl bromide). Solvent: CN(C=O)C (dimethylformamide). Product: C(C1=CC=CC=C1)OC1=CC=C(C=C1)Br (4-bromophenyl benzyl ether). Yield: 92.7%. RXN SMILES: [H-].[Na+].[CH2:3]([OH:10])[C:4]1[CH:9]=[CH:8][CH:7]=[CH:6][CH:5]=1.[Br:11][C:12]1[CH:19]=[CH:18][C:15](CBr)=[CH:14][CH:13]=1.[Cl-].[NH4+]>CN(C)C=O>[CH2:3]([O:10][C:15]1[CH:18]=[CH:19][C:12]([Br:11])=[CH:13][CH:14]=1)[C:4]1[CH:9]=[CH:8][CH:7]=[CH:6][CH:5]=1 |f:0.1,4.5|. Procedure: To a solution of 1.07 g (26.8 mmol) of sodium hydride contained at 60% in mineral oil in dry dimethylformamide (80 ml) was added 4.02 g (21.5 mmol) of benzyl alcohol in an atmosphere of argon, and the mixture was allowed to react at 40°-50° C. for 30 min. To the reaction mixture was then added 4.47 g (17.9 mmol) of 4-bromobenzyl bromide, and the mixture was allowed to react at room temperature for 19 hours. To the reaction mixture at 0° C. was added a saturated aqueous solution of ammonium chlor... The reactants are C(C)(=O)OCC(=O)N1C2C(OCC1)CN(C2)C2=C(C=C(C=C2)N2C(OC(C2)CNC(C)=O)=O)F (2-[6-(4-{5-[(acetylamino)methyl]-2-oxo-1,3-oxazolidin-3-yl}-2-fluorophenyl)hexahydropyrrolo[3,4-b][1,4]oxazin-4(4aH)-yl]-2-oxoethyl acetate), C([O-])([O-])=O.[K+].[K+] (potassium carbonate). Run in CO (methanol). Reaction conditions: time 8 hour. The product is FC=1C=C(C=CC1N1CC2OCCN(C2C1)C(CO)=O)N1C(OC(C1)CNC(C)=O)=O (N-({3-[3-fluoro-4-(4-glycoloylhexahydropyrrolo[3,4-b][1,4]oxazin-6(2H)-yl)phenyl]-2-oxo-1,3-oxazolidin-5-yl}methyl)acetamide). Isolated yield 55.7%. RXN SMILES: C([O:4][CH2:5][C:6]([N:8]1[CH2:13][CH2:12][O:11][CH:10]2[CH2:14][N:15]([C:17]3[CH:22]=[CH:21][C:20]([N:23]4[CH2:27][CH:26]([CH2:28][NH:29][C:30](=[O:32])[CH3:31])[O:25][C:24]4=[O:33])=[CH:19][C:18]=3[F:34])[CH2:16][CH:9]12)=[O:7])(=O)C.C(=O)([O-])[O-].[K+].[K+]>CO>[F:34][C:18]1[CH:19]=[C:20]([N:23]2[CH2:27][CH:26]([CH2:28][NH:29][C:30](=[O:32])[CH3:31])[O:25][C:24]2=[O:33])[CH:21]=[CH:22][C:17]=1[N:15]1[CH2:16][CH:9]2[CH:10]([O:11][CH2:12][CH2:13][N:8]2[C:6](=[O:7])[CH2:5][OH:4])[CH2:14]1 |f:1.2.3|. Procedure details: To the compound 2-[6-(4-{5-[(acetylamino)methyl]-2-oxo-1,3-oxazolidin-3-yl}-2-fluorophenyl)hexahydropyrrolo[3,4-b][1,4]oxazin-4(4aH)-yl]-2-oxoethyl acetate (590 mg) obtained from Example 06 above in methanol (15 ml) was added potassium carbonate (0.34 g) and stirred for overnight. The reaction mixture was filtered, concentrated and purified by column using 3% methanol in dichloromethane as eluant to yield the title compound (300 mg). Reactants: FCCBr, CN(C)C=O, CCOC(C)=O, O=C(c1ccc(-c2cc(Cl)c(CC3CCN(C4CCCCC4)C3=O)c(Cl)c2)cc1)N1CCNCC1. Product: O=C(c1ccc(-c2cc(Cl)c(CC3CCN(C4CCCCC4)C3=O)c(Cl)c2)cc1)N1CCN(CCF)CC1. Reaction SMILES: [Br:36][CH2:37][CH2:38][F:39].[CH3:40][N:41]([CH3:42])[CH:43]=[O:44].[CH3:45][CH2:46][O:47][C:48](=[O:49])[CH3:50].[CH:1]1([N:7]2[C:8](=[O:35])[CH:9]([CH2:12][c:13]3[c:14]([Cl:34])[cH:15][c:16](-[c:20]4[cH:21][cH:22][c:23]([C:26](=[O:27])[N:28]5[CH2:29][CH2:30][NH:31][CH2:32][CH2:33]5)[cH:24][cH:25]4)[cH:17][c:18]3[Cl:19])[CH2:10][CH2:11]2)[CH2:2][CH2:3][CH2:4][CH2:5][CH2:6]1>>[CH:1]1([N:7]2[C:8](=[O:35])[CH:9]([CH2:12][c:13]3[c:14]([Cl:34])[cH:15][c:16](-[c:20]4[cH:21][cH:22][c:23]([C:26](=[O:27])[N:28]5[CH2:29][CH2:30][N:31]([CH2:37][CH2:38][F:39])[CH2:32][CH2:33]5)[cH:24][cH:25]4)[cH:17][c:18]3[Cl:19])[CH2:10][CH2:11]2)[CH2:2][CH2:3][CH2:4][CH2:5][CH2:6]1.